This data is from the Open Reaction Database (ORD), a public repository of structured organic reaction records. The task is: describe an organic reaction: reactants, conditions, products, and yield Starting materials: C(#N)C=1C(=NC(=NC1)SC)NC (5-cyano-4-methylamino-2-methylsulfanyl-pyrimidine), O (water). The solvent is C(=O)O (formic acid). Conditions: temperature 25 celsius, time 12 hour. Yields the product CNC1=NC(=NC=C1C=O)SC (4-Methylamino-2-methylsulfanyl-pyrimidine-5-carboxaldehyde). RXN SMILES: [C:1]([C:3]1[C:4]([NH:11][CH3:12])=[N:5][C:6]([S:9][CH3:10])=[N:7][CH:8]=1)#N.[OH2:13]>C(O)=O>[CH3:12][NH:11][C:4]1[C:3]([CH:1]=[O:13])=[CH:8][N:7]=[C:6]([S:9][CH3:10])[N:5]=1. Procedure details: A solution of 4.00 g (0.022 mol) of 5-cyano-4-methylamino-2-methylsulfanyl-pyrimidine (from Example 3) in 150 mL of 50% aqueous formic acid was reacted with 6.0 g of water-wet Raney Nickel. The mixture was stirred at 25° C. for 12 hours. The solids were filtered and washed with 40 mL of 50% aqueous formic acid. With ice bath cooling, a cold saturated solution of potassium carbonate was added slowly to the green filtrate until complete precipitation of a solid was achieved (pH is still acidic; pH... The reactants are CC(=O)N(CCN(C)C)c1ccc(Cl)cn1, CC(=O)N(CCN(C)C)c1cccnc1. RXN SMILES: [CH3:16][N:17]([CH3:18])[CH2:19][CH2:20][N:21]([c:22]1[cH:23][cH:24][c:25]([Cl:26])[cH:27][n:28]1)[C:29](=[O:30])[CH3:31].[CH3:1][N:2]([CH2:3][CH2:4][N:5]([C:6](=[O:7])[CH3:8])[c:9]1[cH:10][n:11][cH:12][cH:13][cH:14]1)[CH3:15]>>[CH3:1][N:2]([CH2:3][CH2:4][NH:5][c:9]1[cH:10][n:11][cH:12][cH:13][cH:14]1)[CH3:15]. Product: CN(C)CCNc1cccnc1. Starting materials: [BH4-], CO, Cn1c(-c2cnccc2C=O)nc2ccc(Cl)cc21, [Na+]. RXN SMILES: [BH4-:20].[CH3:22][OH:23].[Cl:1][c:2]1[cH:3][cH:4][c:5]2[c:6]([n:7]([CH3:18])[c:8](-[c:10]3[cH:11][n:12][cH:13][cH:14][c:15]3[CH:16]=[O:17])[n:9]2)[cH:19]1.[Na+:21]>>[Cl:1][c:2]1[cH:3][cH:4][c:5]2[c:6]([n:7]([CH3:18])[c:8](-[c:10]3[cH:11][n:12][cH:13][cH:14][c:15]3[CH2:16][OH:17])[n:9]2)[cH:19]1. Yields the product Cn1c(-c2cnccc2CO)nc2ccc(Cl)cc21. Reactants: CCOC(CBr)OCC, CCOC(=O)C(N)Cc1ccccc1, CCN(C(C)C)C(C)C, ClC(Cl)Cl, CN(C)C=O. Product: CCOC(=O)C(Cc1ccccc1)NCC(OCC)OCC. Reaction SMILES: [CH2:15]([CH3:16])[O:17][CH:18]([CH2:19][Br:20])[O:21][CH2:22][CH3:23].[CH2:1]([CH3:2])[O:3][C:4]([CH:5]([NH2:6])[CH2:7][c:8]1[cH:9][cH:10][cH:11][cH:12][cH:13]1)=[O:14].[CH:24]([N:25]([CH2:26][CH3:27])[CH:28]([CH3:29])[CH3:30])([CH3:31])[CH3:32].[CH:38]([Cl:39])([Cl:40])[Cl:41].[O:33]=[CH:34][N:35]([CH3:36])[CH3:37]>>[CH2:1]([CH3:2])[O:3][C:4]([CH:5]([NH:6][CH2:19][CH:18]([O:17][CH2:15][CH3:16])[O:21][CH2:22][CH3:23])[CH2:7][c:8]1[cH:9][cH:10][cH:11][cH:12][cH:13]1)=[O:14]. The reactants are C(C)(C)(C)C1=C(C=C(C=C1)CO[Si](C)(C)C(C)(C)C)NC(CC(CCCCC)C1=C(C=C(C=C1)OC)OC)=O (N-[2-t-butyl-5-(t-butyldimethylsilyloxymethyl)phenyl]-3-(2,4-dimethoxyphenyl)octanamide), Cl (hydrochloric acid). Run in CO (methanol), C(Cl)Cl (methylene chloride), C(C)OCC (diethyl ether). Run at time 40 minute. The product is C(C)(C)(C)C1=C(C=C(C=C1)CO)NC(CC(CCCCC)C1=C(C=C(C=C1)OC)OC)=O (N-[2-t-Butyl-5-(hydroxymethyl)phenyl]-3-(2,4-dimethoxyphenyl)octanamide). Isolated yield 96.5%. Reaction SMILES: Cl.[C:2]([C:6]1[CH:11]=[CH:10][C:9]([CH2:12][O:13][Si](C(C)(C)C)(C)C)=[CH:8][C:7]=1[NH:21][C:22](=[O:40])[CH2:23][CH:24]([C:30]1[CH:35]=[CH:34][C:33]([O:36][CH3:37])=[CH:32][C:31]=1[O:38][CH3:39])[CH2:25][CH2:26][CH2:27][CH2:28][CH3:29])([CH3:5])([CH3:4])[CH3:3]>CO.C(Cl)Cl.C(OCC)C>[C:2]([C:6]1[CH:11]=[CH:10][C:9]([CH2:12][OH:13])=[CH:8][C:7]=1[NH:21][C:22](=[O:40])[CH2:23][CH:24]([C:30]1[CH:35]=[CH:34][C:33]([O:36][CH3:37])=[CH:32][C:31]=1[O:38][CH3:39])[CH2:25][CH2:26][CH2:27][CH2:28][CH3:29])([CH3:3])([CH3:4])[CH3:5]. Procedure details: 0.1 ml of concentrated aqueous hydrochloric acid was added, with stirring and ice-cooling, to a solution of 460 mg (0.828 mmol) of N-[2-t-butyl-5-(t-butyldimethylsilyloxymethyl)phenyl]-3-(2,4-dimethoxyphenyl)octanamide (prepared as described in Preparation 8) in a mixture of 9 ml of methanol and 1 ml of methylene chloride, and the resulting mixture was allowed to stand at the same temperature for 40 minutes, after which it was diluted with diethyl ether. The diluted solution was washed twice wit... Reactants: C(C)(C)[C@@H]1C=2N(CCN1)C1=C(N2)C=C(C(=C1)S(=O)(=O)C)C(=O)OC ((R)-methyl 1-isopropyl-7-(methylsulfonyl)-1,2,3,4-tetrahydrobenzo[4,5]imidazo[1,2-a]pyrazine-8-carboxylate), ClC1=NC=C(C(=N1)Cl)C(F)(F)F (2,4-dichloro-5-(trifluoromethyl)pyrimidine). Reagents/catalysts: [Cl-].[Cl-].[Zn+2] (ZnCl2). Solvent: ClCCCl (DCE), CC(C)(C)O (t-BuOH), ClCCCl (DCE), CC(C)(C)O (t-BuOH). Reaction conditions: temperature 0 celsius, time 1 hour. Product: ClC1=NC(=NC=C1C(F)(F)F)N1[C@@H](C=2N(CC1)C1=C(N2)C=C(C(=C1)S(=O)(=O)C)C(=O)OC)C(C)C ((R)-methyl 2-(4-chloro-5-(trifluoromethyl)pyrimidin-2-yl)-1-isopropyl-7-(methylsulfonyl)-1,2,3,4-tetrahydrobenzo[4,5]imidazo[1,2-a]pyrazine-8-carboxylate). The yield is 41.8%. RXN SMILES: Cl[C:2]1[N:7]=[C:6]([Cl:8])[C:5]([C:9]([F:12])([F:11])[F:10])=[CH:4][N:3]=1.[CH:13]([C@H:16]1[NH:21][CH2:20][CH2:19][N:18]2[C:22]3[CH:28]=[C:27]([S:29]([CH3:32])(=[O:31])=[O:30])[C:26]([C:33]([O:35][CH3:36])=[O:34])=[CH:25][C:23]=3[N:24]=[C:17]12)([CH3:15])[CH3:14]>ClCCCl.CC(O)(C)C.[Cl-].[Cl-].[Zn+2]>[Cl:8][C:6]1[C:5]([C:9]([F:12])([F:11])[F:10])=[CH:4][N:3]=[C:2]([N:21]2[CH2:20][CH2:19][N:18]3[C:22]4[CH:28]=[C:27]([S:29]([CH3:32])(=[O:30])=[O:31])[C:26]([C:33]([O:35][CH3:36])=[O:34])=[CH:25][C:23]=4[N:24]=[C:17]3[C@H:16]2[CH:13]([CH3:15])[CH3:14])[N:7]=1 |f:4.5.6|. Procedure details: To a solution of 2,4-dichloro-5-(trifluoromethyl)pyrimidine (20.0 mg, 0.092 mmol) in DCE (1 mL) and t-BuOH (1 mL) was added ZnCl2 (1M in diethyl ether, 0.2 mL, 0.2 mmol) at 0° C. The mixture was stirred at 0° C. for 1 h. Then a solution of (R)-methyl 1-isopropyl-7-(methylsulfonyl)-1,2,3,4-tetrahydrobenzo[4,5]imidazo[1,2-a]pyrazine-8-carboxylate (31 mg, 0.09 mmol) in DCE (1 mL) and t-BuOH (1 mL) was added to the reaction mixture via syringe over 1 min at 0° C. After addition, the resulting mixtur... The reactants are CC(C)(C)OC(=O)CC(C(=O)NC(C(=O)Nc1ccncc1)C(C)(C)C)c1ccsc1, CO, ClCCl. Product: CC(C)(C)C(NC(=O)C(CC(=O)O)c1ccsc1)C(=O)Nc1ccncc1. Reaction SMILES: [C:1]([CH3:2])([CH3:3])([CH3:4])[O:5][C:6]([CH2:7][CH:8]([C:9](=[O:10])[NH:11][CH:12]([C:13]([CH3:14])([CH3:15])[CH3:16])[C:17]([NH:18][c:19]1[cH:20][cH:21][n:22][cH:23][cH:24]1)=[O:25])[c:26]1[cH:27][s:28][cH:29][cH:30]1)=[O:31].[CH3:32][OH:33].[Cl:34][CH2:35][Cl:36]>>[O:5]=[C:6]([CH2:7][CH:8]([C:9](=[O:10])[NH:11][CH:12]([C:13]([CH3:14])([CH3:15])[CH3:16])[C:17]([NH:18][c:19]1[cH:20][cH:21][n:22][cH:23][cH:24]1)=[O:25])[c:26]1[cH:27][s:28][cH:29][cH:30]1)[OH:31]. The reactants are CC(C)(C)OC(=O)CC(=O)OC(C)(C)C, C1CCOC1, O=[N+]([O-])c1ccc(F)c(F)c1Oc1ccccc1, [H-], [Na+]. Product: CC(C)(C)OC(=O)C(C(=O)OC(C)(C)C)c1ccc([N+](=O)[O-])c(Oc2ccccc2)c1F. Reaction SMILES: [C:3]([CH2:4][C:5](=[O:6])[O:7][C:8]([CH3:9])([CH3:10])[CH3:11])(=[O:12])[O:13][C:14]([CH3:15])([CH3:16])[CH3:17].[CH2:36]1[O:37][CH2:38][CH2:39][CH2:40]1.[F:18][c:19]1[c:20]([F:35])[c:21]([O:28][c:29]2[cH:30][cH:31][cH:32][cH:33][cH:34]2)[c:22]([N+:25](=[O:26])[O-:27])[cH:23][cH:24]1.[H-:1].[Na+:2]>>[C:3]([CH:4]([C:5](=[O:6])[O:7][C:8]([CH3:9])([CH3:10])[CH3:11])[c:19]1[c:20]([F:35])[c:21]([O:28][c:29]2[cH:30][cH:31][cH:32][cH:33][cH:34]2)[c:22]([N+:25](=[O:26])[O-:27])[cH:23][cH:24]1)(=[O:12])[O:13][C:14]([CH3:15])([CH3:16])[CH3:17].